Dataset: the Open Reaction Database (ORD), a public repository of structured organic reaction records. Task: describe an organic reaction: reactants, conditions, products, and yield Starting materials: S=C=NCc1ccco1, Cl, Nc1cc(Cl)sc1S(N)(=O)=O. Yields the product Nc1cc(Cl)sc1S(=O)(=O)NC(=S)NCc1ccco1. Reaction SMILES: [CH2:13]([c:14]1[cH:15][cH:16][cH:17][o:18]1)[N:19]=[C:20]=[S:21].[ClH:1].[NH2:2][c:3]1[c:4]([S:9](=[O:10])(=[O:11])[NH2:12])[s:5][c:6]([Cl:8])[cH:7]1>>[NH2:2][c:3]1[c:4]([S:9](=[O:10])(=[O:11])[NH:12][C:20]([NH:19][CH2:13][c:14]2[cH:15][cH:16][cH:17][o:18]2)=[S:21])[s:5][c:6]([Cl:8])[cH:7]1. Reactants: C(C)OC(CC(=O)C1=CC=C(C=C1)C1CCCCC1)=O (3-(4-cyclohexylphenyl)-3-oxo-propionic acid ethyl ester), 4A, C(CCC)O (butanol), NC1=CC=C(NC(C)=O)C=C1 (4′-aminoacetanilide), C(CCC)O (n-butanol). The reagents and catalysts are Cl.NC1=CC=C(NC(C)=O)C=C1 (4′-aminoacetanilide hydrochloride salt). The solvent is O (water). Reaction conditions: temperature 400 celsius, time 48 hour. The product is C(CCC)OC(C=C(C1=CC=C(C=C1)C1CCCCC1)NC1=CC=C(C=C1)NC(C)=O)=O (3-(4-Acetylamino-phenylamino)-3-(4-cyclohexylphenyl)-acrylic acid butyl ester). Yield: 98.0%. RXN SMILES: [CH2:1]([O:3][C:4](=[O:20])[CH2:5][C:6]([C:8]1[CH:13]=[CH:12][C:11]([CH:14]2[CH2:19][CH2:18][CH2:17][CH2:16][CH2:15]2)=[CH:10][CH:9]=1)=O)[CH3:2].[NH2:21][C:22]1[CH:31]=[CH:30][C:25]([NH:26][C:27](=[O:29])[CH3:28])=[CH:24][CH:23]=1.[CH2:32](O)[CH2:33]CC>Cl.NC1C=CC(NC(=O)C)=CC=1.O>[CH2:1]([O:3][C:4](=[O:20])[CH:5]=[C:6]([NH:21][C:22]1[CH:23]=[CH:24][C:25]([NH:26][C:27](=[O:29])[CH3:28])=[CH:30][CH:31]=1)[C:8]1[CH:13]=[CH:12][C:11]([CH:14]2[CH2:19][CH2:18][CH2:17][CH2:16][CH2:15]2)=[CH:10][CH:9]=1)[CH2:2][CH2:32][CH3:33] |f:3.4|. Procedure: Into a 1 liter single-neck round-bottom flask equipped with a Soxhlet extractor apparatus with condenser, magnetic stirrer and nitrogen inlet was placed 50.25 g (0.183 moles) of 3-(4-cyclohexylphenyl)-3-oxo-propionic acid ethyl ester, 25 g (0.167 moles) of 4′-aminoacetanilide, 1.55 g (0.008 moles) 4′-aminoacetanilide hydrochloride salt and 500 mL of dry n-butanol. Into the Soxhlet thimble (33×118 mm) was placed highly activated 4A sieves (1.7-2.4 mm beads). These sieves are activated immediately... Starting materials: aqueous solution, [Li+].[OH-] (LiOH), C1CCOC1 (THF), C(C)OC(=O)C=1C=CC(=C2C=CC=NC12)C1=C(C(=CC(=C1F)OC)OC)Cl (5-(2-chloro-6-fluoro-3,5-dimethoxy-phenyl)-quinoline-8-carboxylic acid ethyl ester). The solvent is O (H2O). Product: ClC1=C(C(=C(C=C1OC)OC)F)C1=C2C=CC=NC2=C(C=C1)C(=O)O (5-(2-Chloro-6-fluoro-3,5-dimethoxy-phenyl)-quinoline-8-carboxylic acid). Isolated yield 96.8%. Reaction SMILES: C([O:3][C:4]([C:6]1[CH:7]=[CH:8][C:9]([C:16]2[C:21]([F:22])=[C:20]([O:23][CH3:24])[CH:19]=[C:18]([O:25][CH3:26])[C:17]=2[Cl:27])=[C:10]2[C:15]=1[N:14]=[CH:13][CH:12]=[CH:11]2)=[O:5])C.[Li+].[OH-].C1COCC1>O>[Cl:27][C:17]1[C:18]([O:25][CH3:26])=[CH:19][C:20]([O:23][CH3:24])=[C:21]([F:22])[C:16]=1[C:9]1[CH:8]=[CH:7][C:6]([C:4]([OH:5])=[O:3])=[C:15]2[C:10]=1[CH:11]=[CH:12][CH:13]=[N:14]2 |f:1.2|. Procedure details: A mixture of 5-(2-chloro-6-fluoro-3,5-dimethoxy-phenyl)-quinoline-8-carboxylic acid ethyl ester (Step 176.2) (235 mg, 0.60 mmol), a 2 N aqueous solution of LiOH (3 mL) and THF (3 mL) was stirred for 20 h at rt, diluted with H2O and extracted with Et2O. The aqueous layer was acidified to pH 4 by addition of a 2 N aqueous solution of HCl. The resulting white precipitate was collected by vacuum filtration providing 210 mg of the title compound: ESI-MS: 362.1 [M+H]+; tR=4.24 min (System 1). The reactants are [BH4-], COc1cccc(Oc2c(NS(=O)(=O)c3ccc(C(C)(C)C)cc3)ncnc2OCCOc2ncc(C(C)=O)cn2)c1, CC(C)O, [Na+], C1CCOC1, O. The product is COc1cccc(Oc2c(NS(=O)(=O)c3ccc(C(C)(C)C)cc3)ncnc2OCCOc2ncc(C(C)O)cn2)c1. RXN SMILES: [BH4-:52].[C:1]([CH3:2])(=[O:3])[c:4]1[cH:5][n:6][c:7]([O:10][CH2:11][CH2:12][O:13][c:14]2[c:15]([O:34][c:35]3[cH:36][c:37]([O:41][CH3:42])[cH:38][cH:39][cH:40]3)[c:16]([NH:20][S:21](=[O:22])(=[O:23])[c:24]3[cH:25][cH:26][c:27]([C:30]([CH3:31])([CH3:32])[CH3:33])[cH:28][cH:29]3)[n:17][cH:18][n:19]2)[n:8][cH:9]1.[CH:48]([OH:49])([CH3:50])[CH3:51].[Na+:53].[O:43]1[CH2:44][CH2:45][CH2:46][CH2:47]1.[OH2:54]>>[CH:1]([CH3:2])([OH:3])[c:4]1[cH:5][n:6][c:7]([O:10][CH2:11][CH2:12][O:13][c:14]2[c:15]([O:34][c:35]3[cH:36][c:37]([O:41][CH3:42])[cH:38][cH:39][cH:40]3)[c:16]([NH:20][S:21](=[O:22])(=[O:23])[c:24]3[cH:25][cH:26][c:27]([C:30]([CH3:31])([CH3:32])[CH3:33])[cH:28][cH:29]3)[n:17][cH:18][n:19]2)[n:8][cH:9]1. Reactants: CC1(OB(OC1(C)C)C1=C2C=CNC2=CC=C1)C (4-(4,4,5,5-tetramethyl-1,3,2-dioxaborolan-2-yl)-1H-indole), O (water), C([O-])(O)=O.[Na+] (sodium bicarbonate), BrC1=CC(=C2C=NN(C2=C1)S(=O)(=O)C1=CC=C(C=C1)C)C=1OC(=NN1)C (6-Bromo-4-(5-methyl-1,3,4-oxadiazol-2-yl)-1-[(4-methylphenyl)sulfonyl]-1H-indazole). The reagents and catalysts are C1=CC=C(C=C1)P(C2=CC=CC=C2)[C]3[CH][CH][CH][CH]3.C1=CC=C(C=C1)P(C2=CC=CC=C2)[C]3[CH][CH][CH][CH]3.Cl[Pd]Cl.[Fe] (1,1-bis(diphenylphosphino)ferrocenedichloropalladium(II)). Solvent: O1CCOCC1 (1,4-dioxane). Reaction conditions: temperature 150 celsius. The product is N1C=CC2=C(C=CC=C12)C1=CC(=C2C=NNC2=C1)C=1OC(=NN1)C (6-(1H-Indol-4-yl)-4-(5-methyl-1,3,4-oxadiazol-2-yl)-1H-indazole). Isolated yield 52.9%. As a reaction SMILES: Br[C:2]1[CH:10]=[C:9]2[C:5]([CH:6]=[N:7][N:8]2S(C2C=CC(C)=CC=2)(=O)=O)=[C:4]([C:21]2[O:22][C:23]([CH3:26])=[N:24][N:25]=2)[CH:3]=1.CC1(C)C(C)(C)OB([C:35]2[CH:43]=[CH:42][CH:41]=[C:40]3[C:36]=2[CH:37]=[CH:38][NH:39]3)O1.O.C(=O)(O)[O-].[Na+]>O1CCOCC1.C1C=CC(P([C]2[CH][CH][CH][CH]2)C2C=CC=CC=2)=CC=1.C1C=CC(P([C]2[CH][CH][CH][CH]2)C2C=CC=CC=2)=CC=1.Cl[Pd]Cl.[Fe]>[NH:39]1[C:40]2[C:36](=[C:35]([C:2]3[CH:10]=[C:9]4[C:5]([CH:6]=[N:7][NH:8]4)=[C:4]([C:21]4[O:22][C:23]([CH3:26])=[N:24][N:25]=4)[CH:3]=3)[CH:43]=[CH:42][CH:41]=2)[CH:37]=[CH:38]1 |f:3.4,6.7.8.9,^1:61,62,63,64,65,79,80,81,82,83|. Procedure details: 6-Bromo-4-(5-methyl-1,3,4-oxadiazol-2-yl)-1-[(4-methylphenyl)sulfonyl]-1H-indazole (70 mg, 0.162 mmol) was dissolved in 1,4-dioxane (1.2 ml) and 4-(4,4,5,5-tetramethyl-1,3,2-dioxaborolan-2-yl)-1H-indole (47.1 mg, 0.194 mmol, available from Frontier Scientific Europe), 1,1-bis(diphenylphosphino)ferrocenedichloropalladium(II) (5.91 mg, 8.08 μmol), water (0.8 ml) and 2M aqueous sodium bicarbonate (0.242 ml, 0.485 mmol) were added. The reaction mixture was heated under microwave irradiation at 150° ... The yield is 75.0%. Procedure: 4.1 g acetic acid 4-chlorosulfonyl-phenyl ester were added to a stirred solution of 2.5 g 5-isopropyl-[1,3,4]thiadiazol-2-ylamine in 35 ml pyridine. The reaction mixture was stirred at room temperature overnight. The pyridine was removed in vacuo and the residue dissolved in 200 ml dichloromethane and washed with 60 ml water. The organic layer was dried over MgSO4. Then the solvent was removed in vacuo and the resulting residue purified by flash chromatography on silica gel with the eluents n-he... Run in N1=CC=CC=C1 (pyridine). Product: C(C)(C)C1=NN=C(S1)NS(=O)(=O)C1=CC=C(C=C1)OC(C)=O (Acetic acid 4-(5-isopropyl-[1,3,4]thiadiazol-2-ylsulfamoyl)-phenyl ester). The reactants are ClS(=O)(=O)C1=CC=C(C=C1)OC(C)=O (acetic acid 4-chlorosulfonyl-phenyl ester), C(C)(C)C1=NN=C(S1)N (5-isopropyl-[1,3,4]thiadiazol-2-ylamine). Reaction conditions: time 8 hour. RXN SMILES: Cl[S:2]([C:5]1[CH:10]=[CH:9][C:8]([O:11][C:12](=[O:14])[CH3:13])=[CH:7][CH:6]=1)(=[O:4])=[O:3].[CH:15]([C:18]1[S:22][C:21]([NH2:23])=[N:20][N:19]=1)([CH3:17])[CH3:16]>N1C=CC=CC=1>[CH:15]([C:18]1[S:22][C:21]([NH:23][S:2]([C:5]2[CH:10]=[CH:9][C:8]([O:11][C:12](=[O:14])[CH3:13])=[CH:7][CH:6]=2)(=[O:4])=[O:3])=[N:20][N:19]=1)([CH3:17])[CH3:16]. As a reaction SMILES: [CH2:30]([CH3:31])[O:32][CH2:33][Cl:34].[CH3:3][C:4]1=[C:9]([C:10](=[O:11])[O:12][CH2:13][CH3:14])[CH:8]([c:15]2[cH:16][c:17]([N+:21](=[O:22])[O-:23])[cH:18][cH:19][cH:20]2)[C:7]([C:24](=[O:25])[O:26][CH2:27][CH3:28])=[C:6]([CH3:29])[NH:5]1.[H-:1].[Na+:2].[O:35]1[CH2:36][CH2:37][CH2:38][CH2:39]1>>[CH3:3][C:4]1=[C:9]([C:10](=[O:11])[O:12][CH2:13][CH3:14])[CH:8]([c:15]2[cH:16][c:17]([N+:21](=[O:22])[O-:23])[cH:18][cH:19][cH:20]2)[C:7]([C:24](=[O:25])[O:26][CH2:27][CH3:28])=[C:6]([CH3:29])[N:5]1[CH2:33][O:32][CH2:30][CH3:31]. Starting materials: CCOCCl, CCOC(=O)C1=C(C)NC(C)=C(C(=O)OCC)C1c1cccc([N+](=O)[O-])c1, [H-], [Na+], C1CCOC1. The product is CCOCN1C(C)=C(C(=O)OCC)C(c2cccc([N+](=O)[O-])c2)C(C(=O)OCC)=C1C. The reactants are COc1cc(C)c(Br)cc1F, [K+], O=[Mn](=O)(=O)[O-], O, c1ccncc1. The product is COc1cc(C(=O)O)c(Br)cc1F. Reaction SMILES: [Br:7][c:8]1[c:9]([CH3:17])[cH:10][c:11]([O:15][CH3:16])[c:12]([F:14])[cH:13]1.[K+:6].[Mn:1](=[O:2])([O-:3])(=[O:4])=[O:5].[OH2:18].[cH:19]1[cH:20][cH:21][n:22][cH:23][cH:24]1>>[OH:2][C:17]([c:9]1[c:8]([Br:7])[cH:13][c:12]([F:14])[c:11]([O:15][CH3:16])[cH:10]1)=[O:18].